From a dataset of the Open Reaction Database (ORD), a public repository of structured organic reaction records. describe an organic reaction: reactants, conditions, products, and yield Reactants: CC(C)(C)c1ccccc1C(=O)O, CCNCC, [Cl-], ClCCl, O=S(Cl)Cl. Product: CCN(CC)C(=O)c1ccccc1C(C)(C)C. Reaction SMILES: [C:1]([CH3:2])([CH3:3])([CH3:4])[c:5]1[c:6]([C:7](=[O:8])[OH:9])[cH:10][cH:11][cH:12][cH:13]1.[CH2:18]([CH3:19])[NH:20][CH2:21][CH3:22].[Cl-:23].[Cl:24][CH2:25][Cl:26].[S:14]([Cl:15])([Cl:16])=[O:17]>>[C:1]([CH3:2])([CH3:3])([CH3:4])[c:5]1[c:6]([C:7](=[O:9])[N:20]([CH2:18][CH3:19])[CH2:21][CH3:22])[cH:10][cH:11][cH:12][cH:13]1. Reactants: CO (Methanol), B(Br)(Br)Br (Boron tribromide), C(=O)(OC)CCC1=C(N=C(C2=C(C(=C(C=C12)OC)OC)OC)C)O (4-carbomethoxyethyl-3-hydroxy-6,7,8-trimethoxy-1-methylisoquinoline), C(=O)(OC)CCC1=C(N=C(C2=C(C(=C(C=C12)OC)OC)OC)C)O (4-carbomethoxyethyl-3-hydroxy-6,7,8-trimethoxy-1-methylisoquinoline). The solvent is C(Cl)Cl (methylene chloride). Run at temperature -50 celsius, time 4 hour. The product is Br.C(=O)(O)CCC1=C(N=C(C2=C(C(=C(C=C12)O)O)OC)C)O (4-Carboxyethyl-3,6,7-trihydroxy-8-methoxy-1-methylisoquinoline Hydrobromide). The yield is 89.6%. RXN SMILES: B(Br)(Br)[Br:2].[C:5]([CH2:9][CH2:10][C:11]1[C:20]2[C:15](=[C:16]([O:25][CH3:26])[C:17]([O:23]C)=[C:18]([O:21]C)[CH:19]=2)[C:14]([CH3:27])=[N:13][C:12]=1[OH:28])([O:7]C)=[O:6].CO>C(Cl)Cl>[BrH:2].[C:5]([CH2:9][CH2:10][C:11]1[C:20]2[C:15](=[C:16]([O:25][CH3:26])[C:17]([OH:23])=[C:18]([OH:21])[CH:19]=2)[C:14]([CH3:27])=[N:13][C:12]=1[OH:28])([OH:7])=[O:6] |f:4.5|. Reported procedure: Boron tribromide (25.0 grams, 99.8 mmol) was added dropwise to a solution of 2.14 grams 4-carbomethoxyethyl-3-hydroxy-6,7,8-trimethoxy-1-methylisoquinoline (6.38 mmol) (Compound J) in 35 ml methylene chloride cooled to -50° C. (in a dry ice-acetone slush bath) under a nitrogen atmosphere. A gummy residue formed immediately. The reaction mixture was warmed to room temperature, stirred for 4 hours and then was cooled to 0°-5° C. Methanol (30 ml) was added dropwise over a 45 minute period and a cle...